This data is from the Open Reaction Database (ORD), a public repository of structured organic reaction records. The task is: describe an organic reaction: reactants, conditions, products, and yield Reactants: C(C)(C)(C)OC([C@@H](NCC1C2=C3C(=C4C(=C2C2=C5C(=C6C(=C12)C=CC=C6)C=CC=C5)C=CC=C4)C=CC=C3)CC3=CC=CC=C3)=O (Nα-17-tetrabenzo(a,c,g,i)fluorenylmethyl-L-phenylalanine tert-butyl ester). The solvent is FC(C(=O)O)(F)F (trifluoroacetic acid), O (water), C(C)OCC (diethylether). Yields the product C1=CC=CC2=C3C(=C4C5=C6C(=C7C(=C5C(C4=C21)CN[C@@H](CC2=CC=CC=C2)C(=O)O)C=CC=C7)C=CC=C6)C=CC=C3 (Nα-17-Tetrabenzo(a,c,g,i)fluorenylmethyl-L-phenylalanine). As a reaction SMILES: C([O:5][C:6](=[O:46])[C@H:7]([CH2:39][C:40]1[CH:45]=[CH:44][CH:43]=[CH:42][CH:41]=1)[NH:8][CH2:9][CH:10]1[C:22]2[C:17](=[C:18]3[CH:30]=[CH:29][CH:28]=[CH:27][C:19]3=[C:20]3[CH:26]=[CH:25][CH:24]=[CH:23][C:21]3=2)[C:16]2[C:11]1=[C:12]1[CH:38]=[CH:37][CH:36]=[CH:35][C:13]1=[C:14]1[CH:34]=[CH:33][CH:32]=[CH:31][C:15]1=2)(C)(C)C>FC(F)(F)C(O)=O.O.C(OCC)C>[CH:23]1[C:21]2[C:20](=[C:19]3[CH:27]=[CH:28][CH:29]=[CH:30][C:18]3=[C:17]3[C:22]=2[CH:10]([CH2:9][NH:8][C@H:7]([C:6]([OH:46])=[O:5])[CH2:39][C:40]2[CH:45]=[CH:44][CH:43]=[CH:42][CH:41]=2)[C:11]2[C:16]3=[C:15]3[CH:31]=[CH:32][CH:33]=[CH:34][C:14]3=[C:13]3[CH:35]=[CH:36][CH:37]=[CH:38][C:12]3=2)[CH:26]=[CH:25][CH:24]=1. Procedure details: A solution of Nα-17-tetrabenzo(a,c,g,i)fluorenylmethyl-L-phenylalanine tert-butyl ester (421.1 mg, 0.702 mmol) in trifluoroacetic acid (3.6 ml) and water (0.2 ml) was sonicated for 3.5 h at room temperature. The solvent was removed in vacuo to give a brown residue. Trituration in diethylether gave the compound (53) as a yellow solid which was chilled overnight, filtered, washed with ether, and finally dried (352.7 mg, 92%); Reactants: Cl.FC(C=1C=C(CO[C@@H]2[C@@H](CNCC2)C2=CC=CC=C2)C=C(C1)C(F)(F)F)(F)F (cis-4-[[3,5-Bis(trifluoromethyl)benzyl]oxy]-3-phenylpiperidine hydrochloride), C(C)N=C=O (ethyl isocyanate). Product: FC(C=1C=C(CO[C@@H]2[C@@H](CN(CC2)C(=O)NCC)C2=CC=CC=C2)C=C(C1)C(F)(F)F)(F)F (cis-4-[[3,5-Bis(trifluoromethyl)benzyl]oxy]-N-ethyl-3-phenyl-1-piperidinecarboxamide). Isolated yield 55.6%. RXN SMILES: Cl.[F:2][C:3]([F:29])([F:28])[C:4]1[CH:5]=[C:6]([CH:21]=[C:22]([C:24]([F:27])([F:26])[F:25])[CH:23]=1)[CH2:7][O:8][C@H:9]1[CH2:14][CH2:13][NH:12][CH2:11][C@H:10]1[C:15]1[CH:20]=[CH:19][CH:18]=[CH:17][CH:16]=1.[CH2:30]([N:32]=[C:33]=[O:34])[CH3:31]>>[F:29][C:3]([F:2])([F:28])[C:4]1[CH:5]=[C:6]([CH:21]=[C:22]([C:24]([F:27])([F:25])[F:26])[CH:23]=1)[CH2:7][O:8][C@H:9]1[CH2:14][CH2:13][N:12]([C:33]([NH:32][CH2:30][CH3:31])=[O:34])[CH2:11][C@H:10]1[C:15]1[CH:16]=[CH:17][CH:18]=[CH:19][CH:20]=1 |f:0.1|. Reported procedure: The compound (0.20 g) obtained in Example 1 and ethyl isocyanate (0.047 g) were reacted and treated in the same manner as in the method described in Example 6 to obtain the title compound as colorless oil (0.12 g, 74%). The reactants are O[C@@H]1CC[C@H]([C@@H](C1)C(=O)OCC)C (Ethyl (1R,2R,5R)-5hydroxy-2-methylcyclohexane-1-carboxylate), [Cr](=O)(=O)([O-])Cl.[NH+]1=CC=CC=C1 (pyridinium chlorochromate). Solvent: C(Cl)Cl (methylene chloride). Yields the product C[C@H]1[C@@H](CC(CC1)=O)C(=O)OCC (Ethyl (1R,2R)-2-methylcyclohexane-5-one1-carboxylate). Reaction SMILES: [OH:1][C@H:2]1[CH2:7][C@@H:6]([C:8]([O:10][CH2:11][CH3:12])=[O:9])[C@H:5]([CH3:13])[CH2:4][CH2:3]1.[Cr](Cl)([O-])(=O)=O.[NH+]1C=CC=CC=1>C(Cl)Cl>[CH3:13][C@@H:5]1[CH2:4][CH2:3][C:2](=[O:1])[CH2:7][C@H:6]1[C:8]([O:10][CH2:11][CH3:12])=[O:9] |f:1.2|. Procedure: reacting said ethyl (1R,2R,5R)-5-hydroxy-2-methylcyclohexane-1-carboxylate (10) with pyridinium chlorochromate in methylene chloride to produce ethyl(1R,2R)-2-methylcyclohexane-5-one-1-carboxylate (11), The reactants are peptide, N1=C(C=CC=C1)NCCCC(=O)O (4-(pyridin-2-ylamino)butyric acid), COC(CN)=O (glycine methyl ester), C=1C=CC2=C(C1)N=NN2O.CN(C)C(=[N+](C)C)ON1C2=C(C=CC=C2)N=N1.[B-](F)(F)(F)F (HOBT TBTU), methyl ester. Product: N1=C(C=CC=C1)NCCCC(=O)NCC(=O)O ([4-(pyridin-2-ylamino)butyrylamino]acetic acid). Reaction SMILES: [N:1]1[CH:6]=[CH:5][CH:4]=[CH:3][C:2]=1[NH:7][CH2:8][CH2:9][CH2:10][C:11]([OH:13])=O.C[O:15][C:16](=[O:19])[CH2:17][NH2:18].C1C=CC2N(O)N=NC=2C=1.CN(C(ON1N=NC2C=CC=CC1=2)=[N+](C)C)C.[B-](F)(F)(F)F>>[N:1]1[CH:6]=[CH:5][CH:4]=[CH:3][C:2]=1[NH:7][CH2:8][CH2:9][CH2:10][C:11]([NH:18][CH2:17][C:16]([OH:19])=[O:15])=[O:13] |f:2.3.4|. Reported procedure: 0.364 g of [4-(pyridin-2-ylamino)butyrylamino]acetic acid [obtained from peptide coupling of 4-(pyridin-2-ylamino)butyric acid with glycine methyl ester in the presence of HOBT/TBTU and subsequent hydrolysis of the methyl ester, in each case under standard conditions] is dissolved in 30 ml of DMF, and 0.3 g of methyl 3-amino-3-(4-trifluoromethoxyphenyl)propionate is added, and the mixture is cooled to −30°. Addition of 0.321 g of TBTU and 0.045 g of HOBT is followed by neutralization with 0.22 m... Starting materials: BrC=1C=C(C=CC1)C1=NC(=CC(=N1)C(F)(F)F)C1=CC(=CC=C1)C(F)(F)F (2-(3-bromo-phenyl)-4-trifluoromethyl-6-(3-trifluoromethyl-phenyl)-pyrimidine), NC1=NC=C(C=C1)B1OC(C(O1)(C)C)(C)C (2-amino-5-(4,4,5,5-tetramethyl-1,3,2-dioxaborolan-2-yl)pyridine). The product is FC(C1=NC(=NC(=C1)C1=CC(=CC=C1)C(F)(F)F)C=1C=C(C=CC1)C=1C=CC(=NC1)N)(F)F (5-{3-[4-Trifluoromethyl-6-(3-trifluoromethyl-phenyl)-pyrimidin-2-yl]-phenyl}-pyridin-2-ylamine), solid. The yield is 68.0%. RXN SMILES: Br[C:2]1[CH:3]=[C:4]([C:8]2[N:13]=[C:12]([C:14]([F:17])([F:16])[F:15])[CH:11]=[C:10]([C:18]3[CH:23]=[CH:22][CH:21]=[C:20]([C:24]([F:27])([F:26])[F:25])[CH:19]=3)[N:9]=2)[CH:5]=[CH:6][CH:7]=1.[NH2:28][C:29]1[CH:34]=[CH:33][C:32](B2OC(C)(C)C(C)(C)O2)=[CH:31][N:30]=1>>[F:15][C:14]([F:17])([F:16])[C:12]1[CH:11]=[C:10]([C:18]2[CH:23]=[CH:22][CH:21]=[C:20]([C:24]([F:27])([F:26])[F:25])[CH:19]=2)[N:9]=[C:8]([C:4]2[CH:3]=[C:2]([C:32]3[CH:33]=[CH:34][C:29]([NH2:28])=[N:30][CH:31]=3)[CH:7]=[CH:6][CH:5]=2)[N:13]=1. Procedure details: The title compound was prepared from 2-(3-bromo-phenyl)-4-trifluoromethyl-6-(3-trifluoromethyl-phenyl)-pyrimidine (example E.58) (0.2 g, 0.45 mmol) and commercially available 2-amino-5-(4,4,5,5-tetramethyl-1,3,2-dioxaborolan-2-yl)pyridine (0.12 g, 0.54 mmol) according to the general procedure VI. Obtained as a yellow solid (0.14 g, 68%). MS (ISP) 461.3 [(M+H)+]; mp 162° C.